This data is from the Open Reaction Database (ORD), a public repository of structured organic reaction records. The task is: describe an organic reaction: reactants, conditions, products, and yield Starting materials: Brc1ccc(-n2cncn2)cc1, O=C([O-])[O-], CCCc1cnc(N2CCC(Oc3cc[nH]c(=O)c3)CC2)nc1, CS(C)=O, ClCCl, Cl, [Cu]I, [K+], [K+], O, Oc1cccc2cccnc12. Yields the product CCCc1cnc(N2CCC(Oc3ccn(-c4ccc(-n5cncn5)cc4)c(=O)c3)CC2)nc1. As a reaction SMILES: [Br:1][c:2]1[cH:3][cH:4][c:5](-[n:8]2[n:9][cH:10][n:11][cH:12]2)[cH:6][cH:7]1.[C:47](=[O:48])([O-:49])[O-:50].[CH2:13]([CH2:14][CH3:15])[c:16]1[cH:17][n:18][c:19]([N:22]2[CH2:23][CH2:24][CH:25]([O:28][c:29]3[cH:30][c:31](=[O:35])[nH:32][cH:33][cH:34]3)[CH2:26][CH2:27]2)[n:20][cH:21]1.[CH3:54][S:55]([CH3:56])=[O:57].[Cl:59][CH2:60][Cl:61].[ClH:53].[Cu:62][I:63].[K+:51].[K+:52].[OH2:58].[OH:36][c:37]1[c:38]2[c:39]([cH:40][cH:41][cH:42][n:43]2)[cH:44][cH:45][cH:46]1>>[c:2]1(-[n:32]2[c:31](=[O:35])[cH:30][c:29]([O:28][CH:25]3[CH2:24][CH2:23][N:22]([c:19]4[n:18][cH:17][c:16]([CH2:13][CH2:14][CH3:15])[cH:21][n:20]4)[CH2:27][CH2:26]3)[cH:34][cH:33]2)[cH:3][cH:4][c:5](-[n:8]2[n:9][cH:10][n:11][cH:12]2)[cH:6][cH:7]1.